Dataset: the Open Reaction Database (ORD), a public repository of structured organic reaction records. Task: describe an organic reaction: reactants, conditions, products, and yield Starting materials: O=C1CCN(CC1)CCC1COC2=C(O1)C=CC=C2 (2-[2-(4-oxopiperidino)-ethyl]-1,4-benzodioxan), BrC1=NC=CC=C1 (2-bromopyridine), C(CCC)[Li] (n-butyl lithium), [Cl-].[NH4+] (ammonium chloride). Run in O1CCCC1 (tetrahydrofuran), O1CCCC1 (tetrahydrofuran), CCCCCC (hexane). Reaction conditions: time 8 hour. Yields the product Cl.Cl.OC1(CCN(CC1)CCC1COC2=C(O1)C=CC=C2)C2=NC=CC=C2 (2-[2-(4-hydroxy-4-(2-pyridyl)-piperidino)-ethyl]-1,4-benzodioxan dihydrochloride). RXN SMILES: Br[C:2]1[CH:7]=[CH:6][CH:5]=[CH:4][N:3]=1.C([Li])CCC.[O:13]=[C:14]1[CH2:19][CH2:18][N:17]([CH2:20][CH2:21][CH:22]2[O:27][C:26]3[CH:28]=[CH:29][CH:30]=[CH:31][C:25]=3[O:24][CH2:23]2)[CH2:16][CH2:15]1.[Cl-:32].[NH4+]>O1CCCC1.CCCCCC>[ClH:32].[ClH:32].[OH:13][C:14]1([C:2]2[CH:7]=[CH:6][CH:5]=[CH:4][N:3]=2)[CH2:19][CH2:18][N:17]([CH2:20][CH2:21][CH:22]2[O:27][C:26]3[CH:28]=[CH:29][CH:30]=[CH:31][C:25]=3[O:24][CH2:23]2)[CH2:16][CH2:15]1 |f:3.4,7.8.9|. Reported procedure: To the solution of 3.2 g of 2-bromopyridine in 50 ml of tetrahydrofuran is added 12.5 ml of 1.6 N n-butyl lithium in hexane, while stirring at -75°. After one hour the solution of 2.65 g of 2-[2-(4-oxopiperidino)-ethyl]-1,4-benzodioxan in 10 ml of tetrahydrofuran is added while stirring. After standing overnight at room temperature, the mixture is decomposed with 10 ml of saturated aqueous ammonium chloride. The organic solvent layer is separated, dried, evaporated and the residue strongly basif... Reactants: C(CCC)[Li] (n-butyl lithium), CCCCCC (n-hexane). Conditions: temperature 58 celsius, time 20 minute. Yields the product C=CC(C)=C.C=CC1=CC=CC=C1 (isoprene styrene). As a reaction SMILES: [CH2:1]([Li])[CH2:2][CH2:3][CH3:4].[CH3:6][CH2:7][CH2:8][CH2:9][CH2:10][CH3:11]>>[CH2:1]=[CH:2][C:3](=[CH2:4])[CH3:6].[CH2:6]=[CH:7][C:8]1[CH:2]=[CH:1][CH:11]=[CH:10][CH:9]=1 |f:2.3|. Procedure details: The resulting mixture is then heated up to a temperature of 45° C. and to it 0.046 g of n-butyl lithium in n-hexane is added. After a 20-minute reaction, the temperature is increased up to 58° C. A sample is collected in order to verify that isoprene has undergone complete conversion, and then 17 g of styrene is added and the reaction is allowed to proceed during a further 20 minutes, until the second monomer has undergone complete conversion too. The temperature of the end mixture results to be... Starting materials: CC(C)(C)c1ccc([N+](=O)[O-])cc1O, CCO, O=C[O-], [NH4+]. The product is CC(C)(C)c1ccc(N)cc1O. RXN SMILES: [C:1]([CH3:2])([CH3:3])([CH3:4])[c:5]1[c:6]([OH:14])[cH:7][c:8]([N+:11]([O-:12])=[O:13])[cH:9][cH:10]1.[CH3:19][CH2:20][OH:21].[CH:15]([O-:16])=[O:17].[NH4+:18]>>[C:1]([CH3:2])([CH3:3])([CH3:4])[c:5]1[c:6]([OH:14])[cH:7][c:8]([NH2:11])[cH:9][cH:10]1. The reactants are CO, C=Cc1ncc(C(=O)OCC)s1, [H][H]. The product is CCOC(=O)c1cnc(CC)s1. Reaction SMILES: [CH3:15][OH:16].[CH:1](=[CH2:2])[c:3]1[s:4][c:5]([C:8](=[O:9])[O:10][CH2:11][CH3:12])[cH:6][n:7]1.[H:13][H:14]>>[CH2:1]([CH3:2])[c:3]1[s:4][c:5]([C:8](=[O:9])[O:10][CH2:11][CH3:12])[cH:6][n:7]1.